From a dataset of the Open Reaction Database (ORD), a public repository of structured organic reaction records. describe an organic reaction: reactants, conditions, products, and yield Starting materials: C(C)(C)(C)OC(NC1=NC=NC(=C1)N1CCN(CC1)CC)=O ([6-(4-ethyl-piperazin-1-yl)-pyrimidin-4-yl]-carbamic acid tert-butyl ester), C[Al](C)C (AlMe3), N1CCCCC1 (piperidine). The solvent is C1(=CC=CC=C1)C (toluene), C1(=CC=CC=C1)C (toluene). Reaction conditions: temperature 120 celsius. Product: C(C)N1CCN(CC1)C1=CC(=NC=N1)NC(=O)N1CCCCC1 (Piperidine-1-carboxylic acid [6-(4-ethyl-piperazin-1-yl)-pyrimidin-4-yl]-amide). Isolated yield 18.5%. As a reaction SMILES: C(O[C:6](=[O:22])[NH:7][C:8]1[CH:13]=[C:12]([N:14]2[CH2:19][CH2:18][N:17]([CH2:20][CH3:21])[CH2:16][CH2:15]2)[N:11]=[CH:10][N:9]=1)(C)(C)C.C[Al](C)C.[NH:27]1[CH2:32][CH2:31][CH2:30][CH2:29][CH2:28]1>C1(C)C=CC=CC=1>[CH2:20]([N:17]1[CH2:16][CH2:15][N:14]([C:12]2[N:11]=[CH:10][N:9]=[C:8]([NH:7][C:6]([N:27]3[CH2:32][CH2:31][CH2:30][CH2:29][CH2:28]3)=[O:22])[CH:13]=2)[CH2:19][CH2:18]1)[CH3:21]. Reported procedure: A mixture of 1.6 g (7.75 mmol) 6-(4-ethyl-piperazin-1-yl)-pyrimidin-4-ylamine (intermediate 4), 2.03 g (9.3 mmol) di-tert-butyl dicarbonate and 1.17 g (11.6 mmol) NEt3 in 30 mL DCM was stirred at 50° C. in a sealed tube for 16 h. After evaporation of all volatiles the residue was purified with flash column chromatography on silica. The combined product fractions were evaporated to dryness to yield [6-(4-ethyl-piperazin-1-yl)-pyrimidin-4-yl]-carbamic acid tert-butyl ester. MS(m/e): 308.4 (MH+). A... Starting materials: N[C@]12[C@@H]([C@H]3CC[C@@H]4[C@]5(CC=C(C([C@@H]5CC[C@]4([C@@]3(CC1)C)C)(C)C)C1=CC=C(C(=O)OC)C=C1)C)[C@@H](CC2)C(=C)C (methyl 4-((1R,3aS,5aR,5bR,7aR,11aS,11bR,13aR,13bR)-3a-amino-5a,5b,8,8,11a-pentamethyl-1-(prop-1-en-2-yl)-2,3,3a,4,5,5a,5b,6,7,7a,8,11,11a,11b,12,13,13a,13b-octadecahydro-1H-cyclopenta[a]chrysen-9-yl)benzoate), ClCCNC1CS(CC1)(=O)=O (3-((2-chloroethyl)amino)tetrahydrothiophene 1,1-dioxide), P(=O)([O-])([O-])[O-].[K+].[K+].[K+] (potassium phosphate), [I-].[K+] (potassium iodide). The solvent is C(C)#N (acetonitrile). Conditions: temperature 120 celsius. Yields the product O=S1(CC(CC1)NCCN[C@]12[C@@H]([C@H]3CC[C@@H]4[C@]5(CC=C(C([C@@H]5CC[C@]4([C@@]3(CC1)C)C)(C)C)C1=CC=C(C(=O)O)C=C1)C)[C@@H](CC2)C(=C)C)=O (4-((1R,3aS,5aR,5bR,7aR,11aS,11bR,13aR,13bR)-3a-((2-((1,1-dioxidotetrahydrothiophen-3-yl)amino)ethyl)amino)-5a,5b,8,8,11a-pentamethyl-1-(prop-1-en-2-yl)-2,3,3a,4,5,5a,5b,6,7,7a,8,11,11a,11b,12,13,13a,13b-octadecahydro-1H-cyclopenta[a]chrysen-9-yl)benzoic acid). Isolated yield 62.9%. Reaction SMILES: [NH2:1][C@:2]12[CH2:37][CH2:36][C@@H:35]([C:38]([CH3:40])=[CH2:39])[C@@H:3]1[C@@H:4]1[C@@:17]([CH3:20])([CH2:18][CH2:19]2)[C@@:16]2([CH3:21])[C@@H:7]([C@:8]3([CH3:34])[C@@H:13]([CH2:14][CH2:15]2)[C:12]([CH3:23])([CH3:22])[C:11]([C:24]2[CH:33]=[CH:32][C:27]([C:28]([O:30]C)=[O:29])=[CH:26][CH:25]=2)=[CH:10][CH2:9]3)[CH2:6][CH2:5]1.Cl[CH2:42][CH2:43][NH:44][CH:45]1[CH2:49][CH2:48][S:47](=[O:51])(=[O:50])[CH2:46]1.P([O-])([O-])([O-])=O.[K+].[K+].[K+].[I-].[K+]>C(#N)C>[O:50]=[S:47]1(=[O:51])[CH2:48][CH2:49][CH:45]([NH:44][CH2:43][CH2:42][NH:1][C@:2]23[CH2:37][CH2:36][C@@H:35]([C:38]([CH3:40])=[CH2:39])[C@@H:3]2[C@@H:4]2[C@@:17]([CH3:20])([CH2:18][CH2:19]3)[C@@:16]3([CH3:21])[C@@H:7]([C@:8]4([CH3:34])[C@@H:13]([CH2:14][CH2:15]3)[C:12]([CH3:23])([CH3:22])[C:11]([C:24]3[CH:25]=[CH:26][C:27]([C:28]([OH:30])=[O:29])=[CH:32][CH:33]=3)=[CH:10][CH2:9]4)[CH2:6][CH2:5]2)[CH2:46]1 |f:2.3.4.5,6.7|. Procedure: A mixture of methyl 4-((1R,3aS,5aR,5bR,7aR,11aS,11bR,13aR,13bR)-3a-amino-5a,5b,8,8,11a-pentamethyl-1-(prop-1-en-2-yl)-2,3,3a,4,5,5a,5b,6,7,7a,8,11,11a,11b,12,13,13a,13b-octadecahydro-1H-cyclopenta[a]chrysen-9-yl)benzoate (50 mg, 0.092 mmol), 3-((2-chloroethyl)amino)tetrahydrothiophene 1,1-dioxide (45.4 mg, 0.230 mmol), potassium phosphate (58.5 mg, 0.276 mmol) and potassium iodide (30.5 mg, 0.184 mmol) in acetonitrile (1 mL) was heated up at 120° C. for 18 hours. The reaction mixture was quenche... The reactants are O=C([O-])[O-], CCNC(=O)Nc1nc(C)c(-c2ccc(OC)c(S(=O)(=O)Cl)c2)s1, CO, ClCCl, NCCO, [Na+], [Na+], C1COCCO1, O. The product is CCNC(=O)Nc1nc(C)c(-c2ccc(OC)c(S(=O)(=O)NCCO)c2)s1. As a reaction SMILES: [C:25](=[O:26])([O-:27])[O-:28].[CH2:1]([CH3:2])[NH:3][C:4]([NH:5][c:6]1[s:7][c:8](-[c:12]2[cH:13][cH:14][c:15]([O:22][CH3:23])[c:16]([S:18](=[O:19])(=[O:20])[Cl:21])[cH:17]2)[c:9]([CH3:11])[n:10]1)=[O:24].[CH3:45][OH:46].[Cl:42][CH2:43][Cl:44].[NH2:31][CH2:32][CH2:33][OH:34].[Na+:29].[Na+:30].[O:36]1[CH2:37][CH2:38][O:39][CH2:40][CH2:41]1.[OH2:35]>>[CH2:1]([CH3:2])[NH:3][C:4]([NH:5][c:6]1[s:7][c:8](-[c:12]2[cH:13][cH:14][c:15]([O:22][CH3:23])[c:16]([S:18](=[O:19])(=[O:20])[NH:31][CH2:32][CH2:33][OH:34])[cH:17]2)[c:9]([CH3:11])[n:10]1)=[O:24]. The reactants are C(C1=CC=CC=C1)N1C(=NC=C(C1=O)C1=CC(=C(C=C1)OC)F)NC1=CC=C(C=C1)F (3-benzyl-5-(3-fluoro-4-methoxyphenyl)-2-(4-fluorophenylamino)pyrimidin-4(3H)-one), B(Br)(Br)Br (BBr3), B(Br)(Br)Br (BBr3). The solvent is C(Cl)Cl (DCM). Run at time 50 minute. Yields the product C(C1=CC=CC=C1)N1C(=NC=C(C1=O)C1=CC(=C(C=C1)O)F)NC1=CC=C(C=C1)F (3-benzyl-5-(3-fluoro-4-hydroxyphenyl)-2-(4-fluorophenylamino)pyrimidin-4(3H)-one). Reaction SMILES: [CH2:1]([N:8]1[C:13](=[O:14])[C:12]([C:15]2[CH:20]=[CH:19][C:18]([O:21]C)=[C:17]([F:23])[CH:16]=2)=[CH:11][N:10]=[C:9]1[NH:24][C:25]1[CH:30]=[CH:29][C:28]([F:31])=[CH:27][CH:26]=1)[C:2]1[CH:7]=[CH:6][CH:5]=[CH:4][CH:3]=1.B(Br)(Br)Br>C(Cl)Cl>[CH2:1]([N:8]1[C:13](=[O:14])[C:12]([C:15]2[CH:20]=[CH:19][C:18]([OH:21])=[C:17]([F:23])[CH:16]=2)=[CH:11][N:10]=[C:9]1[NH:24][C:25]1[CH:26]=[CH:27][C:28]([F:31])=[CH:29][CH:30]=1)[C:2]1[CH:3]=[CH:4][CH:5]=[CH:6][CH:7]=1. Procedure: 3-benzyl-5-(3-fluoro-4-methoxyphenyl)-2-(4-fluorophenylamino)pyrimidin-4(3H)-one (563.4 mg, 1.343 mmol) was suspended in DCM (12 ml) and cooled in an ice water bath. Then, BBr3 (1.0 M in DCM, 2.2 ml, 2.2 mmol) was added, and the reaction was stirred at 0 C. After 50 minutes, more BBr3 added (2.5 ml, 2.5 mmol) and stirring was continued at room temperature. After 35 minutes, the reaction was cooled to 0 C and quenched with NaOH (5 N, 2.0 ml). The pH of the solution was adjusted with 5 N HCl and s... Starting materials: CN(CCN1N=C2C=CC(=CC2=C1)[N+](=O)[O-])C (Dimethyl-[2-(5-nitro-indazol-2-yl)-ethyl]-amine), [Cl-].[NH4+] (ammonium chloride). The reagents and catalysts are [Fe] (iron). Solvent: C(C)O.O (ethanol H2O). Run at time 15 minute. The product is CN(CCN1N=C2C=CC(=CC2=C1)N)C (2-(2-dimethylamino-ethyl)-2H-indazol-5-ylamine). As a reaction SMILES: [CH3:1][N:2]([CH3:17])[CH2:3][CH2:4][N:5]1[CH:13]=[C:12]2[C:7]([CH:8]=[CH:9][C:10]([N+:14]([O-])=O)=[CH:11]2)=[N:6]1.[Cl-].[NH4+]>[Fe].C(O)C.O>[CH3:1][N:2]([CH3:17])[CH2:3][CH2:4][N:5]1[CH:13]=[C:12]2[C:7]([CH:8]=[CH:9][C:10]([NH2:14])=[CH:11]2)=[N:6]1 |f:1.2,4.5|. Procedure: Dimethyl-[2-(5-nitro-indazol-2-yl)-ethyl]-amine (0.300 g, 1.28 mmol), iron powder (0.715 g, 12.8 mmol) and ammonium chloride (0.0343 g, 0.641 mmol) was suspended in a 4:1 ethanol/H2O solution. The mixture was heated to reflux for 3 hours, cooled to room temperature and the solvents were removed under vacuo. The residue was stirred in triethylamine/ethyl acetate (1/4, 30 mL) for 15 minutes, filtered through a plug of silica gel followed by rinsing with triethylamine/ethyl acetate (1/4). The filtr... Reactants: ClCCl, CCCCC(CSc1ccc(Cl)cc1)Oc1ccc(Cl)cc1Cl, O=S(=O)(Cl)Cl. The product is CCCCC(Oc1ccc(Cl)cc1Cl)C(Cl)Sc1ccc(Cl)cc1. RXN SMILES: [CH2:29]([Cl:30])[Cl:31].[Cl:1][c:2]1[cH:3][cH:4][c:5]([S:8][CH2:9][CH:10]([CH2:11][CH2:12][CH2:13][CH3:14])[O:15][c:16]2[c:17]([Cl:23])[cH:18][c:19]([Cl:22])[cH:20][cH:21]2)[cH:6][cH:7]1.[S:24]([Cl:25])(=[O:26])([Cl:27])=[O:28]>>[Cl:1][c:2]1[cH:3][cH:4][c:5]([S:8][CH:9]([CH:10]([CH2:11][CH2:12][CH2:13][CH3:14])[O:15][c:16]2[c:17]([Cl:23])[cH:18][c:19]([Cl:22])[cH:20][cH:21]2)[Cl:27])[cH:6][cH:7]1. Starting materials: NC1CC1, Clc1ccccc1, Clc1nc(Cl)nc(Cl)n1, [Na+], [OH-]. The product is Clc1nc(Cl)nc(NC2CC2)n1. As a reaction SMILES: [CH:10]1([NH2:13])[CH2:11][CH2:12]1.[Cl:16][c:17]1[cH:18][cH:19][cH:20][cH:21][cH:22]1.[Cl:1][c:2]1[n:3][c:4]([Cl:5])[n:6][c:7]([Cl:8])[n:9]1.[Na+:15].[OH-:14]>>[c:2]1([NH:13][CH:10]2[CH2:11][CH2:12]2)[n:3][c:4]([Cl:5])[n:6][c:7]([Cl:8])[n:9]1.